From a dataset of the Open Reaction Database (ORD), a public repository of structured organic reaction records. describe an organic reaction: reactants, conditions, products, and yield The reactants are Br, O=C(NC1(c2noc(C(F)(F)F)n2)CC1)OCc1ccccc1, CC(=O)O, CCOCC. Yields the product Br, NC1(c2noc(C(F)(F)F)n2)CC1. Reaction SMILES: [BrH:24].[CH2:1]([O:2][C:3](=[O:4])[NH:10][C:11]1([c:14]2[n:15][o:16][c:17]([C:19]([F:20])([F:21])[F:22])[n:18]2)[CH2:12][CH2:13]1)[c:5]1[cH:6][cH:7][cH:8][cH:9][cH:23]1.[CH3:25][C:26](=[O:27])[OH:28].[CH3:29][CH2:30][O:31][CH2:32][CH3:33]>>[BrH:24].[NH2:10][C:11]1([c:14]2[n:15][o:16][c:17]([C:19]([F:20])([F:21])[F:22])[n:18]2)[CH2:12][CH2:13]1. The reactants are [H][H] (hydrogen), C(C)N (ethylamine), C(C1=CC=CC=C1)OC1=NC(=C2N=CN(C2=N1)[C@H]1[C@H](OC(C)=O)[C@H](OC(C)=O)[C@H](O1)COC(C)=O)Cl (2-benzyloxy-6-chloro-9-(2,3,5-tri-O-acetyl-β-D-ribofuranosyl)purine). Yields the product C(C1=CC=CC=C1)OC=1N=C(C=2N=CN([C@H]3[C@H](O)[C@H](O)[C@@H](CO)O3)C2N1)NCC (2-benzyloxy-N6-ethyladenosine). Isolated yield 40.0%. As a reaction SMILES: [H][H].[CH2:3]([NH2:5])[CH3:4].[CH2:6]([O:13][C:14]1[N:22]=[C:21]2[C:17]([N:18]=[CH:19][N:20]2[C@@H:23]2[O:35][C@H:34]([CH2:36][O:37]C(=O)C)[C@@H:29]([O:30]C(=O)C)[C@H:24]2[O:25]C(=O)C)=[C:16](Cl)[N:15]=1)[C:7]1[CH:12]=[CH:11][CH:10]=[CH:9][CH:8]=1>>[CH2:6]([O:13][C:14]1[N:15]=[C:16]([NH:5][CH2:3][CH3:4])[C:17]2[N:18]=[CH:19][N:20]([C:21]=2[N:22]=1)[C@@H:23]1[O:35][C@H:34]([CH2:36][OH:37])[C@@H:29]([OH:30])[C@H:24]1[OH:25])[C:7]1[CH:8]=[CH:9][CH:10]=[CH:11][CH:12]=1. Reported procedure: A compound having a structure of the above formula was prepared where the substituent R1 is —CH2CH3, R2 is hydrogen, and R3 is benzyl (—CH2C6H5). The compound (C19H23N5O5) was prepared by reaction of ethylamine with 2-benzyloxy-6-chloro-9-(2,3,5-tri-O-acetyl-β-D-ribofuranosyl)purine (Example 3) as described in Example 2, Step E. The final product was isolated in 40% yield as a solid with melting point of 170-171° C. 1H-NMR (DMSO-d6): δ 1.13 (t, 3H, J=8); 3.6 (m, 4H); 3.9 (m, 1H); 4.1 (m, 1H); 4.... Reactants: C(N)(OC(C)(C)C)=O (tert-butyl carbamate), [OH-].[Na+] (sodium hydroxide), potassium osmate dihydrate, ClOC(C)(C)C (tert-butyl hypochlorite), BrC=1C=C(C(=NC1)F)\C=C\C1=CC=C(C=C1)F ((E)-5-bromo-2-fluoro-3-(4-fluorostyryl)pyridine). The reagents and catalysts are CC[C@H]1CN2CC[C@H]1C[C@@H]2[C@H](C3=C4C=C(C=CC4=NC=C3)OC)OC5=NN=C(C6=CC=CC=C65)O[C@H]([C@H]7C[C@@H]8CCN7C[C@@H]8CC)C9=C1C=C(C=CC1=NC=C9)OC ((DHQD)2PHAL). Run in C(CC)O (propanol), O (water), C(CC)O (propanol), C(CC)O (propanol). Run at temperature 0 celsius, time 1 hour. Yields the product BrC=1C=C(C(=NC1)F)[C@H]([C@H](O)C1=CC=C(C=C1)F)NC(OC(C)(C)C)=O (tert-butyl (1R,2R)-1-(5-bromo-2-fluoropyridin-3-yl)-2-(4-fluorophenyl)-2-hydroxyethylcarbamate). The yield is 85.8%. As a reaction SMILES: [C:1](=[O:8])([O:3][C:4]([CH3:7])([CH3:6])[CH3:5])[NH2:2].[OH-].[Na+].Cl[O:12]C(C)(C)C.[Br:17][C:18]1[CH:19]=[C:20](/[CH:25]=[CH:26]/[C:27]2[CH:32]=[CH:31][C:30]([F:33])=[CH:29][CH:28]=2)[C:21]([F:24])=[N:22][CH:23]=1>C(O)CC.O.CC[C@@H]1[C@@H]2C[C@H]([C@@H](OC3C4C(=CC=CC=4)C(O[C@@H](C4C=CN=C5C=4C=C(OC)C=C5)[C@@H]4N5C[C@H](CC)[C@@H](CC5)C4)=NN=3)C3C=CN=C4C=3C=C(OC)C=C4)N(CC2)C1>[Br:17][C:18]1[CH:19]=[C:20]([C@@H:25]([NH:2][C:1](=[O:8])[O:3][C:4]([CH3:7])([CH3:6])[CH3:5])[C@@H:26]([C:27]2[CH:32]=[CH:31][C:30]([F:33])=[CH:29][CH:28]=2)[OH:12])[C:21]([F:24])=[N:22][CH:23]=1 |f:1.2|. Reported procedure: To a solution of tert-butyl carbamate (1431 mg, 12.22 mmol) in propanol (10 mL) was added sodium hydroxide (481 mg, 12.02 mmol) in water (4 mL) followed by tert-butyl hypochlorite (1305 mg, 12.02 mmol). After 5 min the solution was cooled to 0° C. and treated with a solution of (DHQD)2PHAL (154 mg, 0.197 mmol) in propanol (4 mL). To this solution was added a solution of (E)-5-bromo-2-fluoro-3-(4-fluorostyryl)pyridine (1167 mg, 3.94 mmol) in propanol (10 mL). To this solution was added potassium ... Reactants: BrBr (bromine), [I-].[K+] (potassium iodide), BrCCOC1=CC=CC=2OCCOC21 (5-(2-Bromoethoxy)-2,3-dihydro-1,4-benzodioxin), C1(C=2C(C(N1)=O)=CC=CC2)=O.[K] (potassium phthalimide). Solvent: CN(C=O)C (dimethylformamide). The product is O1CCOC2=C1C=CC=C2OCCN2C(C1=CC=CC=C1C2=O)=O (2-[2-(2,3-Dihydro-1,4-benzodioxin-5-yloxy)ethyl]isoindole-1,3-dione). Reaction SMILES: BrBr.Br[CH2:4][CH2:5][O:6][C:7]1[C:16]2[O:15][CH2:14][CH2:13][O:12][C:11]=2[CH:10]=[CH:9][CH:8]=1.[C:17]1(=[O:27])[NH:21][C:20](=[O:22])[C:19]2=[CH:23][CH:24]=[CH:25][CH:26]=[C:18]12.[K].[I-].[K+]>CN(C)C=O>[O:12]1[C:11]2[CH:10]=[CH:9][CH:8]=[C:7]([O:6][CH2:5][CH2:4][N:21]3[C:17](=[O:27])[C:18]4[C:19](=[CH:23][CH:24]=[CH:25][CH:26]=4)[C:20]3=[O:22])[C:16]=2[O:15][CH2:14][CH2:13]1 |f:2.3,4.5,^1:27|. Reported procedure: Replacement of the bromine of the compound obtained in Step A is carried out in dimethylformamide (10 ml) under an argon atmosphere in the presence of potassium phthalimide (1.5 eq.) catalysed by potassium iodide (0.07 eq.). The reaction mixture is stirred and heated at reflux for 3 hours. The residual and resulting salts are removed by filtration; the product is then precipitated in the cold by the addition of water to the filtrate. The solid formed is filtered and then dried in vacuo in the pr...